From a dataset of the Open Reaction Database (ORD), a public repository of structured organic reaction records. describe an organic reaction: reactants, conditions, products, and yield Yield: 84.0%. As a reaction SMILES: C[O:2][C:3](=[O:32])[C@H:4]([NH:12][C:13]([O:15][CH2:16][C:17]1[O:18][C:19]2[CH:25]=[CH:24][C:23]([C:26]3[CH:31]=[CH:30][CH:29]=[CH:28][CH:27]=3)=[CH:22][C:20]=2[CH:21]=1)=[O:14])[CH2:5][C:6]1[CH:11]=[CH:10][CH:9]=[CH:8][CH:7]=1.O.[OH-].[Li+].Cl>CO.O>[C:26]1([C:23]2[CH:24]=[CH:25][C:19]3[O:18][C:17]([CH2:16][O:15][C:13]([NH:12][C@H:4]([CH2:5][C:6]4[CH:7]=[CH:8][CH:9]=[CH:10][CH:11]=4)[C:3]([OH:32])=[O:2])=[O:14])=[CH:21][C:20]=3[CH:22]=2)[CH:27]=[CH:28][CH:29]=[CH:30][CH:31]=1 |f:1.2.3|. The solvent is CO (methanol), O (water). Conditions: temperature 50 celsius. Yields the product C1(=CC=CC=C1)C=1C=CC2=C(C=C(O2)COC(=O)N[C@@H](C(=O)O)CC2=CC=CC=C2)C1 ((R)-2-(5-Phenyl-benzofuran-2-ylmethoxycarbonylamino)-3-phenyl-propionic acid). Procedure details: A solution of (R)-2-(5-phenyl-benzofuran-2-ylmethoxycarbonylamino)-3-phenyl-propionic acid methyl ester 18 (1.39 g, 3.24 mmole) in methanol (30 ml) was treated with a solution of lithium hydroxide monohydrate (149 mg, 3.56 mmole) in water (2 ml) and heated to 50° C. for 3 hrs. It was then cooled to room temperature, acidified with 1M HCl, extracted with ethyl acetate, separated, washed, dried, and evaporated. The residue was crystallized to give about 1.13 g of (R)-2-(5-phenyl-benzofuran-2-ylmet... Reactants: Cl (HCl), COC([C@@H](CC1=CC=CC=C1)NC(=O)OCC=1OC2=C(C1)C=C(C=C2)C2=CC=CC=C2)=O ((R)-2-(5-Phenyl-benzofuran-2-ylmethoxycarbonylamino)-3-phenylpropionic acid methyl ester), O.[OH-].[Li+] (lithium hydroxide monohydrate). The reactants are [H-].[Na+] (NaH), C(C)(C)(C)OC(=O)N1CCC(CC1)NC1=C(C=CC=C1)C(F)(F)F (4-(2-trifluoromethyl-phenylamino)-piperidine-1-carboxylic acid tert-butyl ester), CI (Methyl iodide). Run in CN(C)C=O (DMF). Conditions: time 30 minute. The product is C(C)(C)(C)OC(=O)N1CCC(CC1)N(C1=C(C=CC=C1)C(F)(F)F)C (4-[methyl-(2-trifluoromethyl-phenyl)-amino]-piperidine-1-carboxylic acid tert-butyl ester). The yield is 263.2%. Reaction SMILES: [C:1]([O:5][C:6]([N:8]1[CH2:13][CH2:12][CH:11]([NH:14][C:15]2[CH:20]=[CH:19][CH:18]=[CH:17][C:16]=2[C:21]([F:24])([F:23])[F:22])[CH2:10][CH2:9]1)=[O:7])([CH3:4])([CH3:3])[CH3:2].[H-].[Na+].[CH3:27]I>CN(C=O)C>[C:1]([O:5][C:6]([N:8]1[CH2:13][CH2:12][CH:11]([N:14]([CH3:27])[C:15]2[CH:20]=[CH:19][CH:18]=[CH:17][C:16]=2[C:21]([F:24])([F:22])[F:23])[CH2:10][CH2:9]1)=[O:7])([CH3:4])([CH3:2])[CH3:3] |f:1.2|. Procedure: To a solution of 4-(2-trifluoromethyl-phenylamino)-piperidine-1-carboxylic acid tert-butyl ester (0.5 g, 0.00053 mole), in DMF (5 mL) was added, NaH (60% w/w dispersion in oil) (0.0696 g, 0.0029 mole) and the resulting mixture was stirred at ambient temperature for 10 minutes under an atmosphere of nitrogen. Methyl iodide (0.617 g, 0.00435 mole) was then added, and stirring was continued for 30 minutes at ambient temperature. The reaction mixture was quenched with aqueous 10% NH4Cl solution and ... Starting materials: FC1=C(C=CC=C1F)C=1CCNCC1 (4-(2,3-difluorophenyl)-1,2,3,6-tetrahydropyridine), C(=O)O (formic acid). Reagents/catalysts: [Pd] (palladium). The solvent is C(C)(C)O (isopropanol). Reaction conditions: time 6 hour. Yields the product FC1=C(C=CC=C1F)C1CCNCC1 (4-(2,3-difluorophenyl)piperidine). Reaction SMILES: [F:1][C:2]1[C:7]([F:8])=[CH:6][CH:5]=[CH:4][C:3]=1[C:9]1[CH2:10][CH2:11][NH:12][CH2:13][CH:14]=1.C(O)=O>C(O)(C)C.[Pd]>[F:1][C:2]1[C:7]([F:8])=[CH:6][CH:5]=[CH:4][C:3]=1[CH:9]1[CH2:14][CH2:13][NH:12][CH2:11][CH2:10]1. Reported procedure: A mixture of 4-(2,3-difluorophenyl)-1,2,3,6-tetrahydropyridine (2.4 g, 12.3 mmol), palladium on active carbon (0.5 g) and formic acid (2.4 ml) in isopropanol (50 ml) was hydrogenated at 50 psi for 6 h under hydrogen gas. The reaction mixture was filtered through a pad of celite and the filtrate was concentrated and evaporated to dryness. Aqueous sodium carbonate (10%, 50 ml) was added. The aqueous phase was extracted with ethylacetate (3×60 ml) and the combined organic phases was dried (MgSO4), ... Reactants: O (water), C(C1=CC=CC=C1)#N (benzonitrile), C(C1=CC=CC=C1)#N (benzonitrile), C[Si](C)(C)[N-][Si](C)(C)C.[Na+] (NaHMDS), NC1=CC=CC=C1 (aniline), NC1=CC=CC=C1 (aniline). The solvent is C1CCOC1 (THF), C1CCOC1 (THF). Run at time 20 minute. Yields the product C1(=CC=CC=C1)NC(C1=CC=CC=C1)=N (N-Phenylbenzimidamide). Reaction SMILES: C[Si]([N-][Si](C)(C)C)(C)C.[Na+].[NH2:11][C:12]1[CH:17]=[CH:16][CH:15]=[CH:14][CH:13]=1.[C:18](#[N:25])[C:19]1[CH:24]=[CH:23][CH:22]=[CH:21][CH:20]=1.O>C1COCC1>[C:12]1([NH:11][C:18](=[NH:25])[C:19]2[CH:24]=[CH:23][CH:22]=[CH:21][CH:20]=2)[CH:17]=[CH:16][CH:15]=[CH:14][CH:13]=1 |f:0.1|. Procedure: To NaHMDS (49 mL, 48.5 mmol, 1.0 M solution in THF) was added dropwise a solution of aniline (compound 11a, 4.5 mL, 48.5 mmol) in anhydrous THF (10 mL) under N2. After 20 min, a solution of benzonitrile (compound 21, 5.0 mL, 48.5 mmol) in anhydrous THF (10 mL) was slowly added. The reaction mixture was stirred for 12 hrs, poured into cold water and extracted with EtOAc. The organic layer was dried over anhydrous MgSO4, filtered, and concentrated in vacuo.